From a dataset of the Open Reaction Database (ORD), a public repository of structured organic reaction records. describe an organic reaction: reactants, conditions, products, and yield Yields the product Cc1cc(C#N)c(C)cc1N. Starting materials: CCO, Cc1cc([N+](=O)[O-])c(C)cc1C#N. As a reaction SMILES: [CH3:14][CH2:15][OH:16].[CH3:1][c:2]1[c:3]([C:4]#[N:5])[cH:6][c:7]([CH3:13])[c:8]([N+:10]([O-:11])=[O:12])[cH:9]1>>[CH3:1][c:2]1[c:3]([C:4]#[N:5])[cH:6][c:7]([CH3:13])[c:8]([NH2:10])[cH:9]1. The reactants are BrCC1=C(SC(=C1)C1=CC=C(C=C1)C(F)(F)F)C(=O)OC (methyl 3-(bromomethyl)-5-[4-(trifluoromethyl)phenyl]thiophene-2-carboxylate), BrCC1=C(SC(=C1)C1=CC=C(C=C1)C(F)(F)F)C(=O)OC (methyl 3-(bromomethyl)-5-[4-(trifluoromethyl)phenyl]thiophene-2-carboxylate), C(C)(C)C1=NC(=CC(=N1)O)C (2-isopropyl-6-methyl-4-pyrimidinol). Yields the product C(C)(C)C1=NC(=CC(=N1)OCC1=C(SC(=C1)C1=CC=C(C=C1)C(F)(F)F)CO)C ({3-{[(2-isopropyl-6-methylpyrimidin-4-yl)oxy]methyl}-5-[4-(trifluoromethyl)phenyl]thien-2-yl}methanol). Procedure: The title compound was prepared using methyl 3-(bromomethyl)-5-[4-(trifluoromethyl)phenyl]thiophene-2-carboxylate (intermediate 132) and 2-isopropyl-6-methyl-4-pyrimidinol. As a reaction SMILES: Br[CH2:2][C:3]1[CH:7]=[C:6]([C:8]2[CH:13]=[CH:12][C:11]([C:14]([F:17])([F:16])[F:15])=[CH:10][CH:9]=2)[S:5][C:4]=1[C:18](OC)=[O:19].[CH:22]([C:25]1[N:30]=[C:29]([OH:31])[CH:28]=[C:27]([CH3:32])[N:26]=1)([CH3:24])[CH3:23]>>[CH:22]([C:25]1[N:30]=[C:29]([O:31][CH2:2][C:3]2[CH:7]=[C:6]([C:8]3[CH:9]=[CH:10][C:11]([C:14]([F:17])([F:15])[F:16])=[CH:12][CH:13]=3)[S:5][C:4]=2[CH2:18][OH:19])[CH:28]=[C:27]([CH3:32])[N:26]=1)([CH3:24])[CH3:23].